From a dataset of the Open Reaction Database (ORD), a public repository of structured organic reaction records. describe an organic reaction: reactants, conditions, products, and yield Starting materials: FC(S(=O)(=O)OC1=NN(C2=C1C(=NC=C2)OC)C2CCCC2)(F)F (1-cyclopentyl-4-methoxy-1H-pyrazolo[4,3-c]pyridin-3-yl trifluoromethanesulfonate), C(N)(=O)C=1C=C(C=CC1)B(O)O ((3-carbamoyl phenyl)boronic acid), C([O-])([O-])=O.[Na+].[Na+] (sodium carbonate), O (water). The reagents and catalysts are C=1C=CC(=CC1)[P](C=2C=CC=CC2)(C=3C=CC=CC3)[Pd]([P](C=4C=CC=CC4)(C=5C=CC=CC5)C=6C=CC=CC6)([P](C=7C=CC=CC7)(C=8C=CC=CC8)C=9C=CC=CC9)[P](C=1C=CC=CC1)(C=1C=CC=CC1)C=1C=CC=CC1 (tetrakis(triphenylphosphine)palladium(0)). The solvent is COCCOC (DME). Yields the product C1(CCCC1)N1N=C(C=2C(=NC=CC21)OC)C=2C=C(C(=O)N)C=CC2 (3-(1-cyclopentyl-4-methoxy-1H-pyrazolo[4,3-c]pyridin-3-yl)benzamide). Isolated yield 93.2%. Reaction SMILES: FC(F)(F)S(O[C:7]1[C:11]2[C:12]([O:16][CH3:17])=[N:13][CH:14]=[CH:15][C:10]=2[N:9]([CH:18]2[CH2:22][CH2:21][CH2:20][CH2:19]2)[N:8]=1)(=O)=O.[C:25]([C:28]1[CH:29]=[C:30](B(O)O)[CH:31]=[CH:32][CH:33]=1)(=[O:27])[NH2:26].C(=O)([O-])[O-].[Na+].[Na+].O>COCCOC.C1C=CC([P]([Pd]([P](C2C=CC=CC=2)(C2C=CC=CC=2)C2C=CC=CC=2)([P](C2C=CC=CC=2)(C2C=CC=CC=2)C2C=CC=CC=2)[P](C2C=CC=CC=2)(C2C=CC=CC=2)C2C=CC=CC=2)(C2C=CC=CC=2)C2C=CC=CC=2)=CC=1>[CH:18]1([N:9]2[C:10]3[CH:15]=[CH:14][N:13]=[C:12]([O:16][CH3:17])[C:11]=3[C:7]([C:32]3[CH:33]=[C:28]([CH:29]=[CH:30][CH:31]=3)[C:25]([NH2:26])=[O:27])=[N:8]2)[CH2:22][CH2:21][CH2:20][CH2:19]1 |f:2.3.4,^1:53,55,74,93|. Procedure: A solution of 1-cyclopentyl-4-methoxy-1H-pyrazolo[4,3-c]pyridin-3-yl trifluoromethanesulfonate (120 mg) obtained in Step C of Example 12, (3-carbamoyl phenyl)boronic acid (81.0 mg), tetrakis(triphenylphosphine)palladium(0) (38.0 mg) and 2M aqueous sodium carbonate solution (0.821 mL) in DME (10 mL) was heated overnight with reflux under nitrogen atmosphere. To the reaction mixture was added water, and the mixture was extracted with ethyl acetate. The organic layer was washed successively with wa... Reactants: Cl.C(C)(=O)OCC (Hydrochloric acid ethyl acetate), O1CCN(CC1)CCCNC(=O)OCC1CC=CCC1N(C=O)CCCCCCCCCCCCCCCCCC ([6-[[N-(3-morpholinopropyl)carbamoyloxy]methyl]-3-cyclohexenyl]-N-octadecylformamide). Solvent: C(C)(=O)OCC (ethyl acetate). Run at time 10 minute. Yields the product Cl.O1CCN(CC1)CCCNC(=O)OCC1CC=CCC1N(C=O)CCCCCCCCCCCCCCCCCC ([6-[[N-(3-Morpholinopropyl)carbamoyloxy]methyl]-3-cyclohexenyl]-N-octadecylformamide hydrochloride). RXN SMILES: [ClH:1].C(OCC)(=O)C.[O:8]1[CH2:13][CH2:12][N:11]([CH2:14][CH2:15][CH2:16][NH:17][C:18]([O:20][CH2:21][CH:22]2[CH:27]([N:28]([CH2:31][CH2:32][CH2:33][CH2:34][CH2:35][CH2:36][CH2:37][CH2:38][CH2:39][CH2:40][CH2:41][CH2:42][CH2:43][CH2:44][CH2:45][CH2:46][CH2:47][CH3:48])[CH:29]=[O:30])[CH2:26][CH:25]=[CH:24][CH2:23]2)=[O:19])[CH2:10][CH2:9]1>C(OCC)(=O)C>[ClH:1].[O:8]1[CH2:13][CH2:12][N:11]([CH2:14][CH2:15][CH2:16][NH:17][C:18]([O:20][CH2:21][CH:22]2[CH:27]([N:28]([CH2:31][CH2:32][CH2:33][CH2:34][CH2:35][CH2:36][CH2:37][CH2:38][CH2:39][CH2:40][CH2:41][CH2:42][CH2:43][CH2:44][CH2:45][CH2:46][CH2:47][CH3:48])[CH:29]=[O:30])[CH2:26][CH:25]=[CH:24][CH2:23]2)=[O:19])[CH2:10][CH2:9]1 |f:0.1,4.5|. Procedure details: 4N Hydrochloric acid/ethyl acetate solution (0.26 ml) was added to a solution of [6-[[N-(3-morpholinopropyl)carbamoyloxy]methyl]-3-cyclohexenyl]-N-octadecylformamide (0.30 g) in ethyl acetate (4 ml). After being stirred for 10 minutes at room temperature, the reaction mixture was concentrated. The residue was crystallized with ethyl acetate, thereby yielding the entitled compound (0.26 g) as white crystals. The product is NC=1C=2N(C=CN1)C(=NC2C2=C(C=C(C(=O)NC1=NC=CC=C1)C=C2)C)[C@H]2N(CCCC2)C(C#CC)=O (4-(8-Amino-3-((S)-1-but-2-ynoylpiperidin-2-yl)imidazo[1,5-a]pyrazin-1-yl)-3-methyl-N-(pyridin-2-yl)benzamide). Reaction SMILES: [NH2:1][C:2]1[C:3]2[N:4]([C:8]([C@@H:27]3[CH2:32][CH2:31][CH2:30][CH2:29][NH:28]3)=[N:9][C:10]=2[C:11]2[CH:25]=[CH:24][C:14]([C:15]([NH:17][C:18]3[CH:23]=[CH:22][CH:21]=[CH:20][N:19]=3)=[O:16])=[CH:13][C:12]=2[CH3:26])[CH:5]=[CH:6][N:7]=1.[C:33](O)(=[O:37])[C:34]#[C:35][CH3:36]>>[NH2:1][C:2]1[C:3]2[N:4]([C:8]([C@@H:27]3[CH2:32][CH2:31][CH2:30][CH2:29][N:28]3[C:33](=[O:37])[C:34]#[C:35][CH3:36])=[N:9][C:10]=2[C:11]2[CH:25]=[CH:24][C:14]([C:15]([NH:17][C:18]3[CH:23]=[CH:22][CH:21]=[CH:20][N:19]=3)=[O:16])=[CH:13][C:12]=2[CH3:26])[CH:5]=[CH:6][N:7]=1. Isolated yield 59.1%. Reported procedure: This compound was prepared, in an analogous manner as described in Example 2, from 4-(8-amino-3-((S)-piperidin-2-yl)imidazo[1,5-a]pyrazin-1-yl)-3-methyl-N-(pyridin-2-yl)benzamide (intermediate 43) and 2-butynoic acid, to afford the title compound (13.7 mg, 59.1%). Data: UPLC(C) Rt: 2.28 min; m/z 494.3 (M+H)+. The reactants are NC=1C=2N(C=CN1)C(=NC2C2=C(C=C(C(=O)NC1=NC=CC=C1)C=C2)C)[C@H]2NCCCC2 (4-(8-amino-3-((S)-piperidin-2-yl)imidazo[1,5-a]pyrazin-1-yl)-3-methyl-N-(pyridin-2-yl)benzamide), NC=1C=2N(C=CN1)C(=NC2C2=C(C=C(C(=O)NC1=NC=CC=C1)C=C2)C)[C@H]2NCCCC2 (4-(8-amino-3-((S)-piperidin-2-yl)imidazo[1,5-a]pyrazin-1-yl)-3-methyl-N-(pyridin-2-yl)benzamide), C(C#CC)(=O)O (2-butynoic acid). The reactants are O1CCOC12CCSCC2 (1,4-Dioxa-8-thiaspiro[4,5]decane), OO (hydrogen peroxide). Run in C(C)(=O)O (acetic acid). Conditions: time 1 hour. Yields the product O1CCOC12CCS(CC2)=O (1,4-Dioxa-8-thiaspiro[4,5]decane 8-oxide). Reaction SMILES: [O:1]1[C:5]2([CH2:10][CH2:9][S:8][CH2:7][CH2:6]2)[O:4][CH2:3][CH2:2]1.[OH:11]O>C(O)(=O)C>[O:4]1[C:5]2([CH2:10][CH2:9][S:8](=[O:11])[CH2:7][CH2:6]2)[O:1][CH2:2][CH2:3]1. Procedure: A room temperature mixture of 13.8 g of product from Example 392 dissolved in 100 ml of acetic acid is treated, dropwise over 20 minutes, with 9.0 ml of 30% hydrogen peroxide. The reaction mixture is stirred at room temperature for 1 hour, concentrated in vacuo at 50° C., and extracted with ethyl acetate. The organic layer is washed 2× with saturated sodium bicarbonate, water and saturated sodium chloride, dried and concentrated in vacuo. The aqueous washes are combined and concentrated in vacuo... Starting materials: [BH4-], CO, CCOC(C)=O, [Na+], O=Cc1ccccc1-c1ccc(C(=O)Nc2ccc3cccnc3c2)cc1. Product: O=C(Nc1ccc2cccnc2c1)c1ccc(-c2ccccc2CO)cc1. As a reaction SMILES: [BH4-:28].[CH3:30][OH:31].[CH3:32][CH2:33][O:34][C:35]([CH3:36])=[O:37].[Na+:29].[n:1]1[cH:2][cH:3][cH:4][c:5]2[cH:6][cH:7][c:8]([NH:11][C:12](=[O:13])[c:14]3[cH:15][cH:16][c:17](-[c:20]4[c:21]([CH:26]=[O:27])[cH:22][cH:23][cH:24][cH:25]4)[cH:18][cH:19]3)[cH:9][c:10]12>>[n:1]1[cH:2][cH:3][cH:4][c:5]2[cH:6][cH:7][c:8]([NH:11][C:12](=[O:13])[c:14]3[cH:15][cH:16][c:17](-[c:20]4[c:21]([CH2:26][OH:27])[cH:22][cH:23][cH:24][cH:25]4)[cH:18][cH:19]3)[cH:9][c:10]12.